From a dataset of the Open Reaction Database (ORD), a public repository of structured organic reaction records. describe an organic reaction: reactants, conditions, products, and yield Reactants: OC(CN1CCNCC1)C1=C(C2=C(C(OC2)=O)C=C1)C (5-(1-hydroxy-2-piperazin-1-ylethyl)-4-methyl-2-benzofuran-1(3H)-one), FC=1C(=CC(=C(C#N)C1)OC)C1OC1 (5-fluoro-2-(methyloxy)-4-oxiran-2-ylbenzonitrile). Reaction SMILES: [OH:1][CH:2]([C:10]1[CH:19]=[CH:18][C:13]2[C:14](=[O:17])[O:15][CH2:16][C:12]=2[C:11]=1[CH3:20])[CH2:3][N:4]1[CH2:9][CH2:8][NH:7][CH2:6][CH2:5]1.[F:21][C:22]1[C:23]([CH:32]2[CH2:34][O:33]2)=[CH:24][C:25]([O:30][CH3:31])=[C:26]([CH:29]=1)[C:27]#[N:28]>>[F:21][C:22]1[C:23]([CH:32]([OH:33])[CH2:34][N:7]2[CH2:8][CH2:9][N:4]([CH2:3][CH:2]([OH:1])[C:10]3[CH:19]=[CH:18][C:13]4[C:14](=[O:17])[O:15][CH2:16][C:12]=4[C:11]=3[CH3:20])[CH2:5][CH2:6]2)=[CH:24][C:25]([O:30][CH3:31])=[C:26]([CH:29]=1)[C:27]#[N:28]. Procedure: 5-fluoro-4-(1-hydroxy-2-{4-[2-hydroxy-2-(4-methyl-1-oxo-1,3-dihydro-2-benzofuran-5-yl)ethyl]piperazin-1-yl}ethyl)-2-(methyloxy)benzonitrile was prepared in a similar fashion to that described for the synthesis of EXAMPLES 2C and 28-29 starting from 5-(1-hydroxy-2-piperazin-1-ylethyl)-4-methyl-2-benzofuran-1(3H)-one and 5-fluoro-2-(methyloxy)-4-oxiran-2-ylbenzonitrile. LC/MS (M+1)+=470.56. Product: FC=1C(=CC(=C(C#N)C1)OC)C(CN1CCN(CC1)CC(C1=C(C2=C(C(OC2)=O)C=C1)C)O)O (5-fluoro-4-(1-hydroxy-2-{4-[2-hydroxy-2-(4-methyl-1-oxo-1,3-dihydro-2-benzofuran-5-yl)ethyl]piperazin-1-yl}ethyl)-2-(methyloxy)benzonitrile).